From a dataset of the Open Reaction Database (ORD), a public repository of structured organic reaction records. describe an organic reaction: reactants, conditions, products, and yield The product is COc1ccc(C(=O)c2ccc(OCCCC(=O)O)cc2)cc1. Reaction SMILES: [CH2:27]([CH2:28][O:29][CH3:30])[O:31][CH3:32].[CH3:1][O:2][c:3]1[cH:4][cH:5][c:6]([C:7](=[O:8])[c:9]2[cH:10][cH:11][c:12]([O:13][CH2:14][CH2:15][CH2:16][C:17](=[O:18])[O:19][CH3:20])[cH:21][cH:22]2)[cH:23][cH:24]1.[ClH:25].[Na+:34].[OH-:33].[OH2:26]>>[CH3:1][O:2][c:3]1[cH:4][cH:5][c:6]([C:7](=[O:8])[c:9]2[cH:10][cH:11][c:12]([O:13][CH2:14][CH2:15][CH2:16][C:17](=[O:18])[OH:19])[cH:21][cH:22]2)[cH:23][cH:24]1. Reactants: COCCOC, COC(=O)CCCOc1ccc(C(=O)c2ccc(OC)cc2)cc1, Cl, [Na+], [OH-], O. Starting materials: Br, CCN=C=NCCCN(C)C, ClCCl, FC(F)(F)c1ccc2c(c1)CNC2, O=C(O)CCCN1CCC(c2ccccc2)(c2ccccc2)C1=O. Product: O=C(CCCN1CCC(c2ccccc2)(c2ccccc2)C1=O)N1Cc2ccc(C(F)(F)F)cc2C1. As a reaction SMILES: [BrH:25].[CH2:39]([N:40]=[C:41]=[N:42][CH2:43][CH2:44][CH2:45][N:46]([CH3:47])[CH3:48])[CH3:49].[Cl:50][CH2:51][Cl:52].[F:26][C:27]([c:28]1[cH:29][c:30]2[c:34]([cH:35][cH:36]1)[CH2:33][NH:32][CH2:31]2)([F:37])[F:38].[O:1]=[C:2]1[N:3]([CH2:19][CH2:20][CH2:21][C:22](=[O:23])[OH:24])[CH2:4][CH2:5][C:6]1([c:7]1[cH:8][cH:9][cH:10][cH:11][cH:12]1)[c:13]1[cH:14][cH:15][cH:16][cH:17][cH:18]1>>[O:1]=[C:2]1[N:3]([CH2:19][CH2:20][CH2:21][C:22](=[O:23])[N:32]2[CH2:31][c:30]3[cH:29][c:28]([C:27]([F:26])([F:37])[F:38])[cH:36][cH:35][c:34]3[CH2:33]2)[CH2:4][CH2:5][C:6]1([c:7]1[cH:8][cH:9][cH:10][cH:11][cH:12]1)[c:13]1[cH:14][cH:15][cH:16][cH:17][cH:18]1.